From a dataset of the Open Reaction Database (ORD), a public repository of structured organic reaction records. describe an organic reaction: reactants, conditions, products, and yield Reactants: BrC=1C=C(C=CC1)N (3-Bromo-phenylamine), O1CCC(CC1)=O (tetrahydro-4H-pyran-4-one), C(C)(=O)O[BH-](OC(C)=O)OC(C)=O.[Na+] (sodium triacetoxyborohydride), C(C)(=O)O (acetic acid). Run in ClCCCl (DCE). Reaction conditions: time 18 hour. Yields the product BrC=1C=C(C=CC1)NC1CCOCC1 ((3-Bromo-phenyl)-(tetrahydro-pyran-4-yl)-amine). Yield: 63.2%. RXN SMILES: [Br:1][C:2]1[CH:3]=[C:4]([NH2:8])[CH:5]=[CH:6][CH:7]=1.[O:9]1[CH2:14][CH2:13][C:12](=O)[CH2:11][CH2:10]1.C(O[BH-](OC(=O)C)OC(=O)C)(=O)C.[Na+].C(O)(=O)C>ClCCCl>[Br:1][C:2]1[CH:3]=[C:4]([NH:8][CH:12]2[CH2:13][CH2:14][O:9][CH2:10][CH2:11]2)[CH:5]=[CH:6][CH:7]=1 |f:2.3|. Procedure details: To a solution of 3-Bromo-phenylamine (0.54 ml, 5 mmol) and tetrahydro-4H-pyran-4-one (0.5 g, 5 mmol) in DCE (20 ml) was added sodium triacetoxyborohydride (1.48 g, 7 mmol) and acetic acid (0.3 g). The mixture was stirred for 18 h before being quenched with 1N NaOH (10 ml). The mixture was partitioned between Et2O and H2O, the aqueous layer further extracted with Et2O, the organics combined, dried (MgSO4), filtered and the solvent removed in vacuo to give a colourless liquid. Purification using s...